Dataset: the Open Reaction Database (ORD), a public repository of structured organic reaction records. Task: describe an organic reaction: reactants, conditions, products, and yield Starting materials: ClC1=C2C(=NC=C1)C=C(S2)C(=O)N2CC(CC2)NS(N(C)C)(=O)=O ((+/−)-dimethylsulfamic acid {1-[7-chloro-thieno[3,2-b]pyridine-2-carbonyl]-pyrrolidin-3-yl}-amide), CC=1NC2=CC=C(C=C2C1)N (2-methyl-1H-indol-5-ylamine). The product is CC=1NC2=CC=C(C=C2C1)NC1=C2C(=NC=C1)C=C(S2)C(=O)N2CC(CC2)NS(N(C)C)(=O)=O ((+/−)-Dimethylsulfamic acid {1-[7-(2-methyl-1H-indol-5-ylamino)-thieno[3,2-b]pyridine-2-carbonyl]-pyrrolidin-3-yl}-amide). RXN SMILES: Cl[C:2]1[CH:7]=[CH:6][N:5]=[C:4]2[CH:8]=[C:9]([C:11]([N:13]3[CH2:17][CH2:16][CH:15]([NH:18][S:19](=[O:24])(=[O:23])[N:20]([CH3:22])[CH3:21])[CH2:14]3)=[O:12])[S:10][C:3]=12.[CH3:25][C:26]1[NH:27][C:28]2[C:33]([CH:34]=1)=[CH:32][C:31]([NH2:35])=[CH:30][CH:29]=2>>[CH3:25][C:26]1[NH:27][C:28]2[C:33]([CH:34]=1)=[CH:32][C:31]([NH:35][C:2]1[CH:7]=[CH:6][N:5]=[C:4]3[CH:8]=[C:9]([C:11]([N:13]4[CH2:17][CH2:16][CH:15]([NH:18][S:19](=[O:24])(=[O:23])[N:20]([CH3:22])[CH3:21])[CH2:14]4)=[O:12])[S:10][C:3]=13)=[CH:30][CH:29]=2. Reported procedure: The title compound was prepared from (+/−)-dimethylsulfamic acid {1-[7-chloro-thieno[3,2-b]pyridine-2-carbonyl]-pyrrolidin-3-yl}-amide and 2-methyl-1H-indol-5-ylamine by a procedure analogous to Example 1C. MS: 499 (MH+); HPLC Rf: 4.04 min.; HPLC purity 96%. The solvent is ClCCl (dichloromethane). Procedure details: Under a dry atmosphere of argon, a solution of rel-(3S,4S)-4-[(S)-1-(2,4-dimethoxy-benzylamino)-1-(2-fluoro-phenyl)-ethyl]-tetrahydro-furan-3-ol (6.8 g, 18.1 mmol) in pyridine (7.32 ml, 90.5 mmol) and dichloromethane (120 ml) was cooled to −77° C. The colorless solution was treated dropwise with thionyl chloride (2.15 g, 18.1 mmol) over about 10 minutes while the temperature rose to −73° C. After removal of the cooling bath the reaction mixture was allowed to reach room temperature. For the work... Starting materials: COC1=C(CN[C@](C)(C2=C(C=CC=C2)F)[C@@H]2[C@@H](COC2)O)C=CC(=C1)OC (rel-(3S,4S)-4-[(S)-1-(2,4-dimethoxy-benzylamino)-1-(2-fluoro-phenyl)-ethyl]-tetrahydro-furan-3-ol), N1=CC=CC=C1 (pyridine), S(=O)(Cl)Cl (thionyl chloride). The yield is 94.9%. Yields the product COC1=C(CN2S(O[C@@H]3COC[C@@H]3[C@@]2(C)C2=C(C=CC=C2)F)=O)C=CC(=C1)OC ((3aS,7S,7aS)-rel-6-(2,4-dimethoxy-benzyl)-7-(2-fluoro-phenyl)-7-methyl-hexahydro-2,4-dioxa-5-thia-6-aza-indene 5-oxide). RXN SMILES: [CH3:1][O:2][C:3]1[CH:25]=[C:24]([O:26][CH3:27])[CH:23]=[CH:22][C:4]=1[CH2:5][NH:6][C@@:7]([C@H:16]1[CH2:20][O:19][CH2:18][C@H:17]1[OH:21])([C:9]1[CH:14]=[CH:13][CH:12]=[CH:11][C:10]=1[F:15])[CH3:8].N1C=CC=CC=1.[S:34](Cl)(Cl)=[O:35]>ClCCl>[CH3:1][O:2][C:3]1[CH:25]=[C:24]([O:26][CH3:27])[CH:23]=[CH:22][C:4]=1[CH2:5][N:6]1[C@@:7]([C:9]2[CH:14]=[CH:13][CH:12]=[CH:11][C:10]=2[F:15])([CH3:8])[C@@H:16]2[C@@H:17]([CH2:18][O:19][CH2:20]2)[O:21][S:34]1=[O:35]. The reactants are ice water, Cl (Hydrochloric acid), C(C)(C)(C)C1=CC=C(C(=O)Cl)C=C1 (4-t-butylbenzoyl chloride), C=1(C(OC)=CC=CC1)OC (veratrole), [Cl-].[Al+3].[Cl-].[Cl-] (aluminum chloride). The solvent is C(Cl)Cl (methylene chloride). Run at time 1 hour. Product: COC=1C=C(C(=O)C2=CC=C(C=C2)C(C)(C)C)C=CC1OC (3,4-dimethoxy-4′-t-butylbenzophenone). RXN SMILES: [C:1]([C:5]1[CH:13]=[CH:12][C:8]([C:9](Cl)=[O:10])=[CH:7][CH:6]=1)([CH3:4])([CH3:3])[CH3:2].[C:14]1([O:22][CH3:23])[C:15](=[CH:18][CH:19]=[CH:20][CH:21]=1)[O:16][CH3:17].[Cl-].[Al+3].[Cl-].[Cl-].Cl>C(Cl)Cl>[CH3:17][O:16][C:15]1[CH:18]=[C:19]([CH:20]=[CH:21][C:14]=1[O:22][CH3:23])[C:9]([C:8]1[CH:12]=[CH:13][C:5]([C:1]([CH3:4])([CH3:3])[CH3:2])=[CH:6][CH:7]=1)=[O:10] |f:2.3.4.5|. Procedure details: To a 2 L three-neck flask was added 4-t-butylbenzoyl chloride (100 mL), veratrole (70 mL) and methylene chloride (800 mL). The flask was seated in ice bath. Anhydrous aluminum chloride (100 g) was added to the flask through a solid addition funnel slowly. The mixture was stirred at room temperature for 1 hour and then poured into ice water (1 L). Hydrochloric acid (12N, 150 mL) was added to the mixture. The bottom layer was isolated. The top layer was further extracted with methylene chloride tw... Starting materials: C(C)(C)(C)OC(NC1=CC(=C(C=C1N)C1=C(C=CC=C1)F)OCC(F)(F)F)=O ([5-amino-2′-fluoro-2-(2,2,2-trifluoro-ethoxy)-biphenyl-4-yl]-carbamic acid tert.-butyl ester), C(C)(C)(C)OC(CC(=O)C1=CC(=CC=C1)C1=CC(=NO1)C)=O (3-[3-(3-methyl-isoxazol-5-yl)-phenyl]-3-oxo-propionic acid tert.-butyl ester). The product is C(C)(C)(C)OC(NC1=CC(=C(C=C1NC(CC(=O)C1=CC(=CC=C1)C1=CC(=NO1)C)=O)C1=C(C=CC=C1)F)OCC(F)(F)F)=O ([2′-Fluoro-5-{3-[3-(3-methyl-isoxazol-5-yl)-phenyl]-3-oxo-propionylamino}-2-(2,2,2-trifluoro-ethoxy)-biphenyl-4-yl]-carbamic acid tert.-butyl ester), solid. RXN SMILES: [C:1]([O:5][C:6](=[O:28])[NH:7][C:8]1[C:13]([NH2:14])=[CH:12][C:11]([C:15]2[CH:20]=[CH:19][CH:18]=[CH:17][C:16]=2[F:21])=[C:10]([O:22][CH2:23][C:24]([F:27])([F:26])[F:25])[CH:9]=1)([CH3:4])([CH3:3])[CH3:2].C([O:33][C:34](=O)[CH2:35][C:36]([C:38]1[CH:43]=[CH:42][CH:41]=[C:40]([C:44]2[O:48][N:47]=[C:46]([CH3:49])[CH:45]=2)[CH:39]=1)=[O:37])(C)(C)C>>[C:1]([O:5][C:6](=[O:28])[NH:7][C:8]1[C:13]([NH:14][C:34](=[O:33])[CH2:35][C:36]([C:38]2[CH:43]=[CH:42][CH:41]=[C:40]([C:44]3[O:48][N:47]=[C:46]([CH3:49])[CH:45]=3)[CH:39]=2)=[O:37])=[CH:12][C:11]([C:15]2[CH:20]=[CH:19][CH:18]=[CH:17][C:16]=2[F:21])=[C:10]([O:22][CH2:23][C:24]([F:25])([F:26])[F:27])[CH:9]=1)([CH3:4])([CH3:2])[CH3:3]. Procedure: The title compound was prepared from [5-amino-2′-fluoro-2-(2,2,2-trifluoro-ethoxy)-biphenyl-4-yl]-carbamic acid tert.-butyl ester (Example J5) (200 mg, 0.5 mmol) and 3-[3-(3-methyl-isoxazol-5-yl)-phenyl]-3-oxo-propionic acid tert.-butyl ester (Example K4) (160 mg, 0.53 mmol) according to the general procedure M. Obtained as a white solid (40 mg). As a reaction SMILES: [NH2:1][C:2]1[N:3]=[N:4][C:5]([Cl:8])=[CH:6][CH:7]=1.[C:9]1([CH2:15][C:16](Cl)=[O:17])[CH:14]=[CH:13][CH:12]=[CH:11][CH:10]=1>CN1C(=O)CCC1>[Cl:8][C:5]1[N:4]=[N:3][C:2]([NH:1][C:16](=[O:17])[CH2:15][C:9]2[CH:14]=[CH:13][CH:12]=[CH:11][CH:10]=2)=[CH:7][CH:6]=1. The solvent is CN1CCCC1=O (NMP). Yields the product ClC1=CC=C(N=N1)NC(CC1=CC=CC=C1)=O (N-(6-chloropyridazin-3-yl)-2-phenylacetamide). Run at temperature 19 celsius, time 90 minute. Procedure: To a solution of 3-amino-6-chloropyridazine (11.14 g, 86.0 mmol) in NMP (279 mL) at 19° C. was added phenylacetyl chloride (18.2 mL, 137.6 mmol) dropwise over 5 minutes with the internal temperature of the solution maintained Ti≦28° C. The resulting mixture was stirred at 19° C. for 90 minutes and poured into ice water (557 mL). The white precipitate was collected by suction filtration, rinsed with water (2×110 mL) and diethyl ether (110 mL). The product was dried overnight under high vacuum to ... Isolated yield 88.3%. Starting materials: NC=1N=NC(=CC1)Cl (3-amino-6-chloropyridazine), C1(=CC=CC=C1)CC(=O)Cl (phenylacetyl chloride), ice water. Starting materials: NC(=O)c1cc(Br)cc2c(C3CCN(S(=O)(=O)CCCN4CCCC4)CC3)n[nH]c12, O=C([O-])[O-], [Cs+], [Cs+], C1COCCO1, O, OCc1ccc(B(O)O)cc1, c1ccc(P(c2ccccc2)(c2ccccc2)[Pd](P(c2ccccc2)(c2ccccc2)c2ccccc2)(P(c2ccccc2)(c2ccccc2)c2ccccc2)P(c2ccccc2)(c2ccccc2)c2ccccc2)cc1. Product: NC(=O)c1cc(-c2ccc(CO)cc2)cc2c(C3CCN(S(=O)(=O)CCCN4CCCC4)CC3)n[nH]c12. RXN SMILES: [Br:1][c:2]1[cH:3][c:4]2[c:5]([CH:14]3[CH2:15][CH2:16][N:17]([S:20](=[O:21])(=[O:22])[CH2:23][CH2:24][CH2:25][N:26]4[CH2:27][CH2:28][CH2:29][CH2:30]4)[CH2:18][CH2:19]3)[n:6][nH:7][c:8]2[c:9]([C:11](=[O:12])[NH2:13])[cH:10]1.[C:42](=[O:43])([O-:44])[O-:45].[Cs+:46].[Cs+:47].[O:49]1[CH2:50][CH2:51][O:52][CH2:53][CH2:54]1.[OH2:48].[OH:31][CH2:32][c:33]1[cH:34][cH:35][c:36]([B:39]([OH:40])[OH:41])[cH:37][cH:38]1.[cH:55]1[cH:56][cH:57][c:58]([P:59]([Pd:60]([P:61]([c:62]2[cH:63][cH:64][cH:65][cH:66][cH:67]2)([c:68]2[cH:69][cH:70][cH:71][cH:72][cH:73]2)[c:74]2[cH:75][cH:76][cH:77][cH:78][cH:79]2)([P:80]([c:81]2[cH:82][cH:83][cH:84][cH:85][cH:86]2)([c:87]2[cH:88][cH:89][cH:90][cH:91][cH:92]2)[c:93]2[cH:94][cH:95][cH:96][cH:97][cH:98]2)[P:99]([c:100]2[cH:101][cH:102][cH:103][cH:104][cH:105]2)([c:106]2[cH:107][cH:108][cH:109][cH:110][cH:111]2)[c:112]2[cH:113][cH:114][cH:115][cH:116][cH:117]2)([c:118]2[cH:119][cH:120][cH:121][cH:122][cH:123]2)[c:124]2[cH:125][cH:126][cH:127][cH:128][cH:129]2)[cH:130][cH:131]1>>[c:2]1(-[c:36]2[cH:35][cH:34][c:33]([CH2:32][OH:31])[cH:38][cH:37]2)[cH:3][c:4]2[c:5]([CH:14]3[CH2:15][CH2:16][N:17]([S:20](=[O:21])(=[O:22])[CH2:23][CH2:24][CH2:25][N:26]4[CH2:27][CH2:28][CH2:29][CH2:30]4)[CH2:18][CH2:19]3)[n:6][nH:7][c:8]2[c:9]([C:11](=[O:12])[NH2:13])[cH:10]1. The reactants are CCOC(CCCl)OCC, CN(C)C=O, [Na], O, O=C(O)c1ccccc1. Yields the product CCOC(CCOC(=O)c1ccccc1)OCC. RXN SMILES: [CH2:11]([CH3:12])[O:13][CH:14]([CH2:15][CH2:16][Cl:17])[O:18][CH2:19][CH3:20].[CH3:22][N:23]([CH3:24])[CH:25]=[O:26].[Na:1].[OH2:21].[OH:2][C:3](=[O:4])[c:5]1[cH:6][cH:7][cH:8][cH:9][cH:10]1>>[O:2]([C:3](=[O:4])[c:5]1[cH:6][cH:7][cH:8][cH:9][cH:10]1)[CH2:16][CH2:15][CH:14]([O:13][CH2:11][CH3:12])[O:18][CH2:19][CH3:20].